Dataset: the Open Reaction Database (ORD), a public repository of structured organic reaction records. Task: describe an organic reaction: reactants, conditions, products, and yield Reactants: FC=1C=C(N)C=CC1OC1=C2C(=NC=C1)NC=C2Cl (3-fluoro-4-[(3-chloro-1H-pyrrolo[2,3-b]pyridin-4-yl)oxy]aniline), [OH-].[Na+] (sodium hydroxide), ClC1=NC(=NC(=C1)Cl)N (4,6-dichloropyrimidine-2-amine), Cl (hydrochloric acid). Solvent: O.C(C)O (water ethanol). Yields the product ClC1=CC(=NC(=N1)N)NC1=CC(=C(C=C1)OC1=C2C(=NC=C1)NC=C2Cl)F (6-Chloro-N4-{4-[(3-chloro-1H-pyrrolo[2,3-b]pyridin-4-yl)oxy]-3-fluorophenyl}pyrimidine-2,4-diamine). Reaction SMILES: [F:1][C:2]1[CH:3]=[C:4]([CH:6]=[CH:7][C:8]=1[O:9][C:10]1[CH:15]=[CH:14][N:13]=[C:12]2[NH:16][CH:17]=[C:18]([Cl:19])[C:11]=12)[NH2:5].[Cl:20][C:21]1[CH:26]=[C:25](Cl)[N:24]=[C:23]([NH2:28])[N:22]=1.Cl.[OH-].[Na+]>O.C(O)C>[Cl:20][C:21]1[N:22]=[C:23]([NH2:28])[N:24]=[C:25]([NH:5][C:4]2[CH:6]=[CH:7][C:8]([O:9][C:10]3[CH:15]=[CH:14][N:13]=[C:12]4[NH:16][CH:17]=[C:18]([Cl:19])[C:11]=34)=[C:2]([F:1])[CH:3]=2)[CH:26]=1 |f:3.4,5.6|. Reported procedure: 67 mg (0.24 mmol) of 3-fluoro-4-[(3-chloro-1H-pyrrolo[2,3-b]pyridin-4-yl)oxy]aniline and 40 mg (0.24 mmol) of 4,6-dichloropyrimidine-2-amine are suspended in 4 ml of water/ethanol 1:1. 25 μl (0.29 mmol) of 37% strength hydrochloric acid are added, and the mixture is heated at reflux overnight. Using 1N aqueous sodium hydroxide solution, the pH is adjusted to 7 and the mixture is extracted with ethyl acetate. The organic phase is washed with saturated sodium chloride solution, dried with magnesiu... Starting materials: BrCCCCCCOCCCCC=1C=C(C=CC1)S(=O)(=O)N (3-[4-(6-Bromo-hexyloxy)-butyl]benzenesulfonamide), C(C1=CC=CC=C1)N (benzylamine), [OH-].[Na+] (sodium hydroxide). Run in C1(=CC=CC=C1)C (toluene). Run at temperature 80 celsius. Product: C(C1=CC=CC=C1)NCCCCCCOCCCCC=1C=C(C=CC1)S(=O)(=O)N (3-(4-{[6-(Benzylamino)hexyl]oxy}butyl)benzenesulfonamide). The yield is 50.6%. Reaction SMILES: Br[CH2:2][CH2:3][CH2:4][CH2:5][CH2:6][CH2:7][O:8][CH2:9][CH2:10][CH2:11][CH2:12][C:13]1[CH:14]=[C:15]([S:19]([NH2:22])(=[O:21])=[O:20])[CH:16]=[CH:17][CH:18]=1.[CH2:23]([NH2:30])[C:24]1[CH:29]=[CH:28][CH:27]=[CH:26][CH:25]=1.[OH-].[Na+]>C1(C)C=CC=CC=1>[CH2:23]([NH:30][CH2:2][CH2:3][CH2:4][CH2:5][CH2:6][CH2:7][O:8][CH2:9][CH2:10][CH2:11][CH2:12][C:13]1[CH:14]=[C:15]([S:19]([NH2:22])(=[O:21])=[O:20])[CH:16]=[CH:17][CH:18]=1)[C:24]1[CH:29]=[CH:28][CH:27]=[CH:26][CH:25]=1 |f:2.3|. Reported procedure: 3-[4-(6-Bromo-hexyloxy)-butyl]benzenesulfonamide (1.0 g) in toluene (4 ml) was added dropwise to benzylamine (0.65 g) and the resulting mixture heated at 80° C. for 6 h. The mixture was then cooled and 20% aqueous sodium hydroxide solution (50 ml) was added. The resulting mixture was extracted with ethyl acetate and the combined organic layers evaporated to dryness in vacuo. The residual oil was then purified by chromatography (DCM-IMS-NH3(aq) 100:10:1) to give the title compound (0.54 g) LC RT=... Reactants: [BH4-].[Na+] (sodium borohydride), COC1=CC=C(C=C1)C(C(C(=O)OCC)CC1=CC=C(C=C1)C(F)(F)F)=O (ethyl 3-(4-methoxyphenyl)-3-oxo-2-((4-(trifluoromethyl)phenyl)methyl)propionate), Cl (Hydrochloric acid). The reagents and catalysts are [Cl-].[Zn+2].[Cl-] (zinc chloride). The solvent is C(C)OCC (diethyl ether), C(C)OCC (diethyl ether). Reaction conditions: time 30 minute. The product is OC(C(C(=O)OCC)CC1=CC=C(C=C1)C(F)(F)F)C1=CC=C(C=C1)OC (ethyl (2RS,3RS)-3-hydroxy-3-(4-methoxyphenyl)-2-((4-(trifluoromethyl)phenyl)methyl)propionate). Yield: 87.4%. RXN SMILES: [BH4-].[Na+].[CH3:3][O:4][C:5]1[CH:10]=[CH:9][C:8]([C:11](=[O:29])[CH:12]([CH2:18][C:19]2[CH:24]=[CH:23][C:22]([C:25]([F:28])([F:27])[F:26])=[CH:21][CH:20]=2)[C:13]([O:15][CH2:16][CH3:17])=[O:14])=[CH:7][CH:6]=1.Cl>C(OCC)C.[Cl-].[Zn+2].[Cl-]>[OH:29][CH:11]([C:8]1[CH:9]=[CH:10][C:5]([O:4][CH3:3])=[CH:6][CH:7]=1)[CH:12]([CH2:18][C:19]1[CH:24]=[CH:23][C:22]([C:25]([F:27])([F:28])[F:26])=[CH:21][CH:20]=1)[C:13]([O:15][CH2:16][CH3:17])=[O:14] |f:0.1,5.6.7|. Procedure: To a solution of zinc chloride (12.3 g, 90.4 mmol) in diethyl ether (150 ml) was added sodium borohydride (6.85 g, 181 mmol) and the mixture was stirred at room temperature for 30 min. The insoluble material was filtered off. To the filtrate was added a solution of ethyl 3-(4-methoxyphenyl)-3-oxo-2-((4-(trifluoromethyl)phenyl)methyl)propionate (17.2 g, 45.2 mmol) in diethyl ether (50 ml) and the mixture was stirred at room temperature for 30 min. 1N Hydrochloric acid was added to the reaction so... Procedure details: To a solution of ethanesulfonic acid (5-bromo-pyridin-3-ylmethyl)-amide (intermediate A-11, 0.051 g, 0.182 mmol) in DMF (3 mL) cooled at 0° C. with an ice bath was added 60% NaH in mineral oil (0.011 g, 0.274 mmol) and the mixture was stirred at room temperature for 20 min. Then, iodoethane (0.045 g, 0.292 mmol) was added and the reaction mixture was stirred for 3 h before being quenched with water (5 mL). The aqueous solution was extracted with EtOAc (2×15 mL). Combined organics were dried over... Starting materials: ICC (iodoethane), [H-].[Na+] (NaH), oil, BrC=1C=C(C=NC1)CNS(=O)(=O)CC (ethanesulfonic acid (5-bromo-pyridin-3-ylmethyl)-amide). Yields the product BrC=1C=C(C=NC1)CN(S(=O)(=O)CC)CC (N-((5-Bromopyridin-3-yl)methyl)-N-ethylethanesulfonamide). The yield is 91.2%. Conditions: time 20 minute. Reaction SMILES: [Br:1][C:2]1[CH:3]=[C:4]([CH2:8][NH:9][S:10]([CH2:13][CH3:14])(=[O:12])=[O:11])[CH:5]=[N:6][CH:7]=1.[H-].[Na+].I[CH2:18][CH3:19]>CN(C=O)C>[Br:1][C:2]1[CH:3]=[C:4]([CH2:8][N:9]([CH2:18][CH3:19])[S:10]([CH2:13][CH3:14])(=[O:11])=[O:12])[CH:5]=[N:6][CH:7]=1 |f:1.2|. The solvent is CN(C)C=O (DMF). Reactants: CO, COC1=C(N=O)C(=O)NC1=Cc1ccccc1, NCc1ccccc1. Yields the product O=NC1=C(NCc2ccccc2)C(=Cc2ccccc2)NC1=O. As a reaction SMILES: [CH3:26][OH:27].[CH:1]([c:2]1[cH:3][cH:4][cH:5][cH:6][cH:7]1)=[C:8]1[C:9]([O:16][CH3:17])=[C:10]([N:14]=[O:15])[C:11](=[O:13])[NH:12]1.[NH2:18][CH2:19][c:20]1[cH:21][cH:22][cH:23][cH:24][cH:25]1>>[CH:1]([c:2]1[cH:3][cH:4][cH:5][cH:6][cH:7]1)=[C:8]1[C:9]([NH:18][CH2:19][c:20]2[cH:21][cH:22][cH:23][cH:24][cH:25]2)=[C:10]([N:14]=[O:15])[C:11](=[O:13])[NH:12]1. Starting materials: COC1=CC=C2CCCC(C2=C1)C(=O)O (7-methoxy-1,2,3,4-tetrahydronaphthalene-1-carboxylic acid), COC1=CC=C(C=C1)CNC1=CC=C(C=C1)OC ([(4-methoxyphenyl)methyl](4-methoxyphenyl)amine). Yields the product COC1=CC=C(C=C1)CN(C(=O)C1CCCC2=CC=C(C=C12)OC)C1=CC=C(C=C1)OC (N-[(4-methoxyphenyl)methyl]-N-(4-methoxyphenyl)-7-methoxy-1,2,3,4-tetrahydronaphthalene-1-carboxamide). The yield is 46.1%. RXN SMILES: [CH3:1][O:2][C:3]1[CH:12]=[C:11]2[C:6]([CH2:7][CH2:8][CH2:9][CH:10]2[C:13]([OH:15])=O)=[CH:5][CH:4]=1.[CH3:16][O:17][C:18]1[CH:23]=[CH:22][C:21]([CH2:24][NH:25][C:26]2[CH:31]=[CH:30][C:29]([O:32][CH3:33])=[CH:28][CH:27]=2)=[CH:20][CH:19]=1>>[CH3:16][O:17][C:18]1[CH:19]=[CH:20][C:21]([CH2:24][N:25]([C:26]2[CH:27]=[CH:28][C:29]([O:32][CH3:33])=[CH:30][CH:31]=2)[C:13]([CH:10]2[C:11]3[C:6](=[CH:5][CH:4]=[C:3]([O:2][CH3:1])[CH:12]=3)[CH2:7][CH2:8][CH2:9]2)=[O:15])=[CH:22][CH:23]=1. Reported procedure: By the reaction and treatment in the same manner as in Example 1 using 7-methoxy-1,2,3,4-tetrahydronaphthalene-1-carboxylic acid (1.5 g) and [(4-methoxyphenyl)methyl](4-methoxyphenyl)amine (0.88 g) as starting materials, N-[(4-methoxyphenyl)methyl]-N-(4-methoxyphenyl)-7-methoxy-1,2,3,4-tetrahydronaphthalene-1-carboxamide (0.72 g) was obtained. melting point: 89-90° C. Starting materials: [C@@H]1([C@@H](CCCC1)N)N (trans-1,2-cyclohexanediamine), BrC1=NC(=CC=C1)Br (2,6-dibromopyridine), C1=CC=CC=2C3=CC=CC=C3NC12 (carbazole), P(=O)([O-])([O-])[O-].[K+].[K+].[K+] (tripotassium phosphate). The reagents and catalysts are [Cu]I (copper(I) iodide). The solvent is O1CCOCC1 (1,4-dioxane). Reaction conditions: temperature 100 celsius. Product: BrC1=CC=CC(=N1)N1C2=CC=CC=C2C=2C=CC=CC12 (9-(6-bromo-2-pyridyl)carbazole). Isolated yield 70.5%. As a reaction SMILES: [C@@H]1(N)CCCC[C@H]1N.Br[C:10]1[CH:15]=[CH:14][CH:13]=[C:12]([Br:16])[N:11]=1.[CH:17]1[C:29]2[NH:28][C:27]3[C:22](=[CH:23][CH:24]=[CH:25][CH:26]=3)[C:21]=2[CH:20]=[CH:19][CH:18]=1.P([O-])([O-])([O-])=O.[K+].[K+].[K+]>[Cu]I.O1CCOCC1>[Br:16][C:12]1[N:11]=[C:10]([N:28]2[C:29]3[CH:17]=[CH:18][CH:19]=[CH:20][C:21]=3[C:22]3[C:27]2=[CH:26][CH:25]=[CH:24][CH:23]=3)[CH:15]=[CH:14][CH:13]=1 |f:3.4.5.6|. Procedure details: Under a nitrogen atmosphere, 1.0 g (0.0088 mol) of trans-1,2-cyclohexanediamine was added to a mixture of 14.2 g (0.060 mol) of 2,6-dibromopyridine, 5.0 g (0.036 mol) of carbazole, 0.17 g (0.0019 mol) of copper(I) iodide, 31.8 g (0.15 mol) of tripotassium phosphate, and 300 ml of dehydrated 1,4-dioxane at room temperature with stirring and the mixture was heated with stirring under reflux at 100° C. for 6 hours. The reaction solution was cooled to room temperature, the inorganic salts were filte...